From a dataset of the Open Reaction Database (ORD), a public repository of structured organic reaction records. describe an organic reaction: reactants, conditions, products, and yield Starting materials: O=C([O-])[O-], CI, CC(C)=O, [K+], [K+], O=C(Nc1ccc(-c2ccccc2)cc1)C(F)(F)F. Yields the product CN(C(=O)C(F)(F)F)c1ccc(-c2ccccc2)cc1. Reaction SMILES: [C:20](=[O:21])([O-:22])[O-:23].[CH3:26][I:27].[CH3:28][C:29](=[O:30])[CH3:31].[K+:24].[K+:25].[c:1]1(-[c:14]2[cH:15][cH:16][cH:17][cH:18][cH:19]2)[cH:2][cH:3][c:4]([NH:7][C:8]([C:9]([F:10])([F:11])[F:12])=[O:13])[cH:5][cH:6]1>>[c:1]1(-[c:14]2[cH:15][cH:16][cH:17][cH:18][cH:19]2)[cH:2][cH:3][c:4]([N:7]([C:8]([C:9]([F:10])([F:11])[F:12])=[O:13])[CH3:20])[cH:5][cH:6]1. Starting materials: BrB(Br)Br, ClCCl, COc1ccc(C2(c3ccnc(C(F)(F)F)c3)N=C(N)c3c(F)cccc32)cc1-c1cnccn1, N, O. The product is NC1=NC(c2ccnc(C(F)(F)F)c2)(c2ccc(O)c(-c3cnccn3)c2)c2cccc(F)c21. RXN SMILES: [B:36]([Br:37])([Br:38])[Br:39].[Cl:42][CH2:43][Cl:44].[F:1][c:2]1[c:3]2[c:7]([cH:8][cH:9][cH:10]1)[C:6]([c:11]1[cH:12][c:13]([C:17]([F:18])([F:19])[F:20])[n:14][cH:15][cH:16]1)([c:21]1[cH:22][c:23](-[c:29]3[n:30][cH:31][cH:32][n:33][cH:34]3)[c:24]([O:27][CH3:28])[cH:25][cH:26]1)[N:5]=[C:4]2[NH2:35].[NH3:41].[OH2:40]>>[F:1][c:2]1[c:3]2[c:7]([cH:8][cH:9][cH:10]1)[C:6]([c:11]1[cH:12][c:13]([C:17]([F:18])([F:19])[F:20])[n:14][cH:15][cH:16]1)([c:21]1[cH:22][c:23](-[c:29]3[n:30][cH:31][cH:32][n:33][cH:34]3)[c:24]([OH:27])[cH:25][cH:26]1)[N:5]=[C:4]2[NH2:35]. Reactants: CC(=O)Oc1c2n(c(=O)n(C(C)C)c1=O)C(CCN(C)C(C)=O)CN(Cc1ccc(F)cc1)C2=O, O=C([O-])[O-], CO, [K+], [K+]. The product is CC(=O)N(C)CCC1CN(Cc2ccc(F)cc2)C(=O)c2c(O)c(=O)n(C(C)C)c(=O)n21. Reaction SMILES: [C:1](=[O:2])([CH3:3])[O:4][c:5]1[c:6]2[n:7]([c:8](=[O:15])[n:9]([CH:12]([CH3:13])[CH3:14])[c:10]1=[O:11])[CH:16]([CH2:29][CH2:30][N:31]([CH3:32])[C:33]([CH3:34])=[O:35])[CH2:17][N:18]([CH2:21][c:22]1[cH:23][cH:24][c:25]([F:28])[cH:26][cH:27]1)[C:19]2=[O:20].[C:36](=[O:37])([O-:38])[O-:39].[CH3:42][OH:43].[K+:40].[K+:41]>>[OH:4][c:5]1[c:6]2[n:7]([c:8](=[O:15])[n:9]([CH:12]([CH3:13])[CH3:14])[c:10]1=[O:11])[CH:16]([CH2:29][CH2:30][N:31]([CH3:32])[C:33]([CH3:34])=[O:35])[CH2:17][N:18]([CH2:21][c:22]1[cH:23][cH:24][c:25]([F:28])[cH:26][cH:27]1)[C:19]2=[O:20]. The reactants are C(CCC)[Li] (n-butyl lithium), C(C1=CN=CC=C1)(=O)OC (Methyl nicotinate), O (water), CP(OC)(OC)=O (dimethyl methylphosphonate). Run in CCCCCC (hexane), O1CCCC1 (tetrahydrofuran), O1CCCC1 (tetrahydrofuran). Conditions: time 80 minute. The product is O=C(CP(OC)(OC)=O)C=1C=NC=CC1 (dimethyl 2-oxo-2-(3-pyridyl)ethylphosphonate). Isolated yield 68.8%. As a reaction SMILES: [CH3:1][P:2](=[O:7])([O:5][CH3:6])[O:3][CH3:4].C([Li])CCC.[C:13](OC)(=[O:20])[C:14]1[CH:19]=[CH:18][CH:17]=[N:16][CH:15]=1.O>O1CCCC1.CCCCCC>[O:20]=[C:13]([C:14]1[CH:15]=[N:16][CH:17]=[CH:18][CH:19]=1)[CH2:1][P:2](=[O:7])([O:5][CH3:6])[O:3][CH3:4]. Procedure details: In argon atmosphere, 15.19 g of dimethyl methylphosphonate was dissolved in 170 ml of dry tetrahydrofuran, followed by dropwise addition of 1.55M n-butyl lithium solution in hexane at -78° C., which was then stirred at the same temperature for 80 minutes. Methyl nicotinate (16.79 g) dissolved in 50 ml of dry tetrahydrofuran was added dropwise and stirred at -78° C. for 20 hours, followed by addition of water. The organic solvent was distilled off under reduced pressure, which was extracted with ... Starting materials: C(C)(=O)OCC1=C2C=CN3C2=C(C=C1)CN[C@H](C3=O)C3CN1CCC3CC1 ((S)-(1-oxo-2-(quinuclidin-3-yl)-1,2,3,4-tetrahydro-[1,4]diazepino[6,7,1-hi]indol-7-yl)methyl acetate), C(C)(=O)O (acetic acid). Reagents/catalysts: [Pd] (palladium on carbon). The solvent is CO (methanol). Run at time 8 hour. The product is CC1=C2C=CN3C2=C(C=C1)CN[C@H](C3=O)C3CN1CCC3CC1 ((S)-7-methyl-2-(quinuclidin-3-yl)-3,4-dihydro-[1,4]diazepino[6,7,1-hi]indol-1(2H)-one). As a reaction SMILES: C(O[CH2:5][C:6]1[CH:14]=[CH:13][C:12]2[CH2:15][NH:16][C@@H:17]([CH:20]3[CH:25]4[CH2:26][CH2:27][N:22]([CH2:23][CH2:24]4)[CH2:21]3)[C:18](=[O:19])[N:10]3[C:11]=2[C:7]=1[CH:8]=[CH:9]3)(=O)C.C(O)(=O)C>CO.[Pd]>[CH3:5][C:6]1[CH:14]=[CH:13][C:12]2[CH2:15][NH:16][C@@H:17]([CH:20]3[CH:25]4[CH2:24][CH2:23][N:22]([CH2:27][CH2:26]4)[CH2:21]3)[C:18](=[O:19])[N:10]3[C:11]=2[C:7]=1[CH:8]=[CH:9]3. Reported procedure: (S)-(1-Oxo-2-(quinuclidin-3-yl)-1,2,3,4-tetrahydro-[1,4]diazepino[6,7,1-hi]indol-7-yl)methyl acetate (124 mg, 0.34 mmol) from Step C above was dissolved in methanol (7 ml) and glacial acetic acid (3 ml). Excess 10% palladium on carbon was added and the suspension was stirred under an atmosphere of hydrogen (balloon pressure) overnight. The suspension was filtered through Celite and the filtrate was concentrated under reduced pressure and purified by column chromatography (silica gel, 90:10:1 met... Starting materials: OB(O)c1ccc(Br)nc1, CC(=O)[O-], CC(=O)[O-], ClCCl, [Cu+2], c1ccncc1, CC(C)(C)OC(=O)N1CCc2c[nH]nc2CC1. As a reaction SMILES: [Br:18][c:19]1[cH:20][cH:21][c:22]([B:25]([OH:26])[OH:27])[cH:23][n:24]1.[C:37]([O-:38])(=[O:39])[CH3:40].[C:42]([O-:43])(=[O:44])[CH3:45].[Cl:34][CH2:35][Cl:36].[Cu+2:41].[cH:28]1[cH:29][cH:30][n:31][cH:32][cH:33]1.[n:1]1[nH:2][cH:3][c:4]2[c:5]1[CH2:6][CH2:7][N:8]([C:11](=[O:12])[O:13][C:14]([CH3:15])([CH3:16])[CH3:17])[CH2:9][CH2:10]2>>[n:1]1[n:2](-[c:22]2[cH:21][cH:20][c:19]([Br:18])[n:24][cH:23]2)[cH:3][c:4]2[c:5]1[CH2:6][CH2:7][N:8]([C:11](=[O:12])[O:13][C:14]([CH3:15])([CH3:16])[CH3:17])[CH2:9][CH2:10]2. Yields the product CC(C)(C)OC(=O)N1CCc2cn(-c3ccc(Br)nc3)nc2CC1. Starting materials: CCO, O=C1CCCc2ccc([N+](=O)[O-])cc21. Product: Nc1ccc2c(c1)C(=O)CCC2. RXN SMILES: [CH3:15][CH2:16][OH:17].[N+:1]([O-:2])(=[O:3])[c:4]1[cH:5][cH:6][c:7]2[c:12]([cH:13]1)[C:11](=[O:14])[CH2:10][CH2:9][CH2:8]2>>[NH2:1][c:4]1[cH:5][cH:6][c:7]2[c:12]([cH:13]1)[C:11](=[O:14])[CH2:10][CH2:9][CH2:8]2.